This data is from the Open Reaction Database (ORD), a public repository of structured organic reaction records. The task is: describe an organic reaction: reactants, conditions, products, and yield The reactants are NC=1C(=NC=CC1C#N)C1=CC=C(C=C1)OC (3-amino-2-(4-methoxyphenyl)-4-pyridinecarbonitrile), O1CCOCC1 (dioxan). Run in O (water). Yields the product NC=1C(=NC=CC1C(=O)N)C1=CC=C(C=C1)OC (3-amino-2-(4-methoxyphenyl)-4-pyridinecarboxamide). RXN SMILES: [NH2:1][C:2]1[C:3]([C:10]2[CH:15]=[CH:14][C:13]([O:16][CH3:17])=[CH:12][CH:11]=2)=[N:4][CH:5]=[CH:6][C:7]=1[C:8]#[N:9].[O:18]1CCOCC1>O>[NH2:1][C:2]1[C:3]([C:10]2[CH:15]=[CH:14][C:13]([O:16][CH3:17])=[CH:12][CH:11]=2)=[N:4][CH:5]=[CH:6][C:7]=1[C:8]([NH2:9])=[O:18]. Procedure: 1 g of 3-amino-2-(4-methoxyphenyl)-4-pyridinecarbonitrile was heated to reflux for 2 hours in 10 ml of water and 10 ml of dioxan in the presence of 4 g of Dowex 1X4-100 (OH form). The resin was removed by filtration and the filtrate was evaporated in order to remove dioxan. The aqueous residue was extracted with ethyl acetate and the organic phase was washed with water and sodium chloride solution, dried over sodium sulphate and evaporated. Recrystallization of the residue from ethyl acetate/hex...